This data is from the Open Reaction Database (ORD), a public repository of structured organic reaction records. The task is: describe an organic reaction: reactants, conditions, products, and yield Reactants: N (ammonia), Cl.CN(CCCN=C=NCC)C (1-(3-dimethylaminopropyl)-3-ethylcarbodiimide hydrochloride), ON1C(CCC1=O)=O (N-hydroxysuccinimide), FC=1C=C(C(=O)O)C=C(C1F)F (3,4,5-Trifluorobenzoic acid). Run in CN(C=O)C (N,N-dimethylformamide), O (Water). Conditions: time 3 hour. Yields the product FC=1C=C(C(=O)N)C=C(C1F)F (3,4,5-trifluorobenzamide). Yield: 73.8%. Reaction SMILES: [F:1][C:2]1[CH:3]=[C:4]([CH:8]=[C:9]([F:12])[C:10]=1[F:11])[C:5](O)=[O:6].Cl.C[N:15](C)CCCN=C=NCC.ON1C(=O)CCC1=O.N>CN(C)C=O.O>[F:1][C:2]1[CH:3]=[C:4]([CH:8]=[C:9]([F:12])[C:10]=1[F:11])[C:5]([NH2:15])=[O:6] |f:1.2|. Procedure: 3,4,5-Trifluorobenzoic acid (1.00 g) was dissolved in N,N-dimethylformamide (15 mL), and 1-(3-dimethylaminopropyl)-3-ethylcarbodiimide hydrochloride (1.31 g) and N-hydroxysuccinimide (785 mg) were added thereto at 0° C. The mixture was stirred at room temperature for 3 hr. 28% Aqueous ammonia solution (2 mL) was added to the mixture at 0° C. and the mixture was stirred at room temperature for 30 min. Water was added to the mixture and the mixture was extracted with ethyl acetate. The extract was... Starting materials: C(C)(C)(C)N1N=CC(=C1C1=CC=C(C=C1)F)C=1SC=C(N1)CN ((2-(1-tert-butyl-5-(4-fluorophenyl)-1H-pyrazol-4-yl)thiazol-4-yl)methanamine), C1COCCC1CC(=O)O (tetrahydropyranyl-4-acetic acid). The product is C(C)(C)(C)N1N=CC(=C1C1=CC=C(C=C1)F)C=1SC=C(N1)CNC(CC1CCOCC1)=O (N-({2-[1-tert-butyl-5-(4-fluorophenyl)-1H-pyrazol-4-yl]-1,3-thiazol-4-yl}methyl)-2-(tetrahydro-2H-pyran-4-yl)acetamide). As a reaction SMILES: [C:1]([N:5]1[C:9]([C:10]2[CH:15]=[CH:14][C:13]([F:16])=[CH:12][CH:11]=2)=[C:8]([C:17]2[S:18][CH:19]=[C:20]([CH2:22][NH2:23])[N:21]=2)[CH:7]=[N:6]1)([CH3:4])([CH3:3])[CH3:2].[CH2:24]1[CH:29]([CH2:30][C:31](O)=[O:32])[CH2:28][CH2:27][O:26][CH2:25]1>>[C:1]([N:5]1[C:9]([C:10]2[CH:11]=[CH:12][C:13]([F:16])=[CH:14][CH:15]=2)=[C:8]([C:17]2[S:18][CH:19]=[C:20]([CH2:22][NH:23][C:31](=[O:32])[CH2:30][CH:29]3[CH2:28][CH2:27][O:26][CH2:25][CH2:24]3)[N:21]=2)[CH:7]=[N:6]1)([CH3:4])([CH3:3])[CH3:2]. Procedure details: Using the compound obtained in step 2 and tetrahydropyranyl-4-acetic acid and by reaction and purification in the same manner as in the method described in Example 1, step 7, the title compound was obtained.